From a dataset of the Open Reaction Database (ORD), a public repository of structured organic reaction records. describe an organic reaction: reactants, conditions, products, and yield Starting materials: CCN(CC)c1ccc(S(=O)(=O)Cl)cc1, NCCCCC(=O)O, [Na+], C1CCOC1, [OH-], O. Product: CCN(CC)c1ccc(S(=O)(=O)CCCCC(=O)O)cc1. Reaction SMILES: [CH2:1]([CH3:2])[N:3]([c:4]1[cH:5][cH:6][c:7]([S:10](=[O:11])(=[O:12])[Cl:13])[cH:8][cH:9]1)[CH2:14][CH3:15].[NH2:16][CH2:17][CH2:18][CH2:19][CH2:20][C:21](=[O:22])[OH:23].[Na+:25].[O:26]1[CH2:27][CH2:28][CH2:29][CH2:30]1.[OH-:24].[OH2:31]>>[CH2:1]([CH3:2])[N:3]([c:4]1[cH:5][cH:6][c:7]([S:10](=[O:11])(=[O:12])[CH2:17][CH2:18][CH2:19][CH2:20][C:21](=[O:22])[OH:23])[cH:8][cH:9]1)[CH2:14][CH3:15]. Reactants: [Si](C)(C)(C(C)(C)C)OC=1C=C(C=CC1)I (3-(tert-butyldimethylsilyloxy) iodobenzene), OC(C(=O)OC)C=C (methyl 2-hydroxy-3-butenoate). The product is [Si](C)(C)(C(C)(C)C)OC=1C=C(C=CC1)CCC(C(=O)OC)=O (Methyl 4-[3-(tert-butyldimethylsilyloxy)phenyl]-2-oxo-butyrate). As a reaction SMILES: [Si:1]([O:8][C:9]1[CH:10]=[C:11](I)[CH:12]=[CH:13][CH:14]=1)([C:4]([CH3:7])([CH3:6])[CH3:5])([CH3:3])[CH3:2].[OH:16][CH:17]([CH:22]=[CH2:23])[C:18]([O:20][CH3:21])=[O:19]>>[Si:1]([O:8][C:9]1[CH:10]=[C:11]([CH2:23][CH2:22][C:17](=[O:16])[C:18]([O:20][CH3:21])=[O:19])[CH:12]=[CH:13][CH:14]=1)([C:4]([CH3:7])([CH3:6])[CH3:5])([CH3:3])[CH3:2]. Reported procedure: Methyl 4-[3-(tert-butyldimethylsilyloxy)phenyl]-2-oxo-butyrate was prepared as a yellow oil from 3-(tert-butyldimethylsilyloxy) iodobenzene and methyl 2-hydroxy-3-butenoate. Reactants: Cl, Cl, [Na+], [Na+], [Na+], O, N=C(CCl)N1CCC(=NO)CC1, [O-]P([O-])([O-])=S. Product: Cl, N=C(CS)N1CCC(=NO)CC1. Reaction SMILES: [ClH:22].[ClH:9].[Na+:6].[Na+:7].[Na+:8].[OH2:23].[OH:10][N:11]=[C:12]1[CH2:13][CH2:14][N:15]([C:18]([CH2:19][Cl:20])=[NH:21])[CH2:16][CH2:17]1.[P:1]([O-:2])([O-:3])([O-:4])=[S:5]>>[ClH:20].[SH:5][CH2:19][C:18]([N:15]1[CH2:14][CH2:13][C:12](=[N:11][OH:10])[CH2:17][CH2:16]1)=[NH:21].